Dataset: the Open Reaction Database (ORD), a public repository of structured organic reaction records. Task: describe an organic reaction: reactants, conditions, products, and yield Starting materials: C#CC(O[Si](C)(C)C(C)(C)C)C1(CC)CCC1, CCCCC1(C(CCC=O)O[Si](C)(C)C(C)(C)C)CCC1, CCOC(C)=O, CCCCCC. The product is CCC1(C(CCC=O)O[Si](C)(C)C(C)(C)C)CCC1. As a reaction SMILES: [C:22]([Si:23]([O:24][CH:25]([C:26]1([CH2:27][CH3:28])[CH2:29][CH2:30][CH2:31]1)[C:32]#[CH:33])([CH3:34])[CH3:35])([CH3:36])([CH3:37])[CH3:38].[CH2:1]([CH2:2][CH2:3][CH3:4])[C:5]1([CH:9]([CH2:10][CH2:11][CH:12]=[O:13])[O:14][Si:15]([CH3:16])([CH3:17])[C:18]([CH3:19])([CH3:20])[CH3:21])[CH2:6][CH2:7][CH2:8]1.[CH3:39][CH2:40][O:41][C:42]([CH3:43])=[O:44].[CH3:45][CH2:46][CH2:47][CH2:48][CH2:49][CH3:50]>>[CH2:1]([CH3:2])[C:5]1([CH:9]([CH2:10][CH2:11][CH:12]=[O:13])[O:14][Si:15]([CH3:16])([CH3:17])[C:18]([CH3:19])([CH3:20])[CH3:21])[CH2:6][CH2:7][CH2:8]1.